Dataset: the Open Reaction Database (ORD), a public repository of structured organic reaction records. Task: describe an organic reaction: reactants, conditions, products, and yield Reactants: OC1=C(C=CC=C1)C=1SC=C(N1)CC(=O)O (2 -(2-Hydroxyphenyl)-4-thiazoleacetic Acid), C(C)OC(CC=1N=C(SC1)C1=NC=CC=C1O)=O (2-(3-Hydroxy-2-pyridinyl)-4-thiazoleacetic Acid Ethyl Ester), [Li+].[OH-] (LiOH). Product: OC=1C(=NC=CC1)C=1SC=C(N1)CC(=O)O (2-(3-Hydroxy-2-pyridinyl)-4-thiazoleacetic Acid). Yield: 98.7%. RXN SMILES: OC1C=CC=CC=1C1SC=C(CC(O)=O)N=1.C([O:19][C:20](=[O:34])[CH2:21][C:22]1[N:23]=[C:24]([C:27]2[C:32]([OH:33])=[CH:31][CH:30]=[CH:29][N:28]=2)[S:25][CH:26]=1)C.[Li+].[OH-]>>[OH:33][C:32]1[C:27]([C:24]2[S:25][CH:26]=[C:22]([CH2:21][C:20]([OH:34])=[O:19])[N:23]=2)=[N:28][CH:29]=[CH:30][CH:31]=1 |f:2.3|. Procedure details: The procedure used for the preparation of 5a was repeated with 4c (335 mg, 1.27 mmol) and 2N LiOH (2.22 mL) to provide 5c (296 mg, 99%) as a white solid, which was recrystallized from EtOAc/hexane. mp 175.0°-176.0° C.; IR (KBr) 3450, 3300-2500 (br), 1729, 1697, 1449, 1189 cm-1 ; 1H NMR (DMSO-d6) δ3.83 (2H, s, CH2), 7.37 (1H, dd, J=8.5 and 4.4 Hz, Ar), 7.44 (1H, d, J=8.5 Hz, Ar), 7.63 (1H, s), 8.14 (1H, d, J=4.4 Hz, Ar), 11.70 (1H, s, OH), 12.54 (1H, s, CO2H); FDMS m/z 237 (M+ +1); Anal. Calcd fo... Reactants: NC1=C(C=C(C=C1)Br)C(=O)C1=CC=C(C=C1)Cl ((2-Amino-5-bromo-phenyl)-(4-chloro-phenyl)-methanone), CS(=O)(=O)CC(C)=O (methanesulfonylacetone), [Na] (sodium). The solvent is CC(C)O (2-propanol). Yields the product BrC=1C=C2C(=C(C(=NC2=CC1)C)S(=O)(=O)C)C1=CC=C(C=C1)Cl (6-Bromo-4-(4-chloro-phenyl)-3-methanesulfonyl-2-methyl-quinoline). Isolated yield 18.9%. RXN SMILES: [NH2:1][C:2]1[CH:7]=[CH:6][C:5]([Br:8])=[CH:4][C:3]=1[C:9]([C:11]1[CH:16]=[CH:15][C:14]([Cl:17])=[CH:13][CH:12]=1)=O.[CH3:18][S:19]([CH2:22][C:23](=O)[CH3:24])(=[O:21])=[O:20].[Na]>CC(O)C>[Br:8][C:5]1[CH:4]=[C:3]2[C:2](=[CH:7][CH:6]=1)[N:1]=[C:23]([CH3:24])[C:22]([S:19]([CH3:18])(=[O:21])=[O:20])=[C:9]2[C:11]1[CH:16]=[CH:15][C:14]([Cl:17])=[CH:13][CH:12]=1 |^1:25|. Procedure details: (2-Amino-5-bromo-phenyl)-(4-chloro-phenyl)-methanone (compound of example A.2) (4 g, 12.9 mmol), methanesulfonylacetone (2.63 g, 19.3 mmol) and sodium tetrachloroaureate(III) dihydrate (0.26 g, 0.64 mmol) were heated at reflux in 2-propanol (50 ml) for 4 days. The resulting mixture was evaporated to dryness and the residue extracted with dichloromethane (2×), 1 N NaOH (2×) and sat. NaCl (1×). The crude product was purified by chromatography on silica gel in dichloromethane. The product was cryst...